This data is from the Open Reaction Database (ORD), a public repository of structured organic reaction records. The task is: describe an organic reaction: reactants, conditions, products, and yield Procedure details: To a mixture of 4-{(1S)-1-[({1-[(6-chloropyridin-3-yl)methyl]-1H-indol-7-yl}carbonyl)amino]ethyl}benzoic acid (0.15 g), phenylboronic acid (84 mg), tripotassium phosphate (0.22 g), palladium (II) chloride (9.2 mg), and biphenyl-2-yl(dicyclohexyl) phosphine (36 mg) were added dioxane (6.0 mL), water (1.5 mL), followed by stirring at 100° C. for 1 hour. The reaction mixture was adjusted to pH 3 by adding a 10% aqueous citric acid solution. The mixed liquid was filtered through Celite, and the filt... The solvent is O (water), O1CCOCC1 (dioxane). The reagents and catalysts are [Pd](Cl)Cl (palladium (II) chloride). Reactants: C(CC(O)(C(=O)O)CC(=O)O)(=O)O (citric acid), ClC1=CC=C(C=N1)CN1C=CC2=CC=CC(=C12)C(=O)N[C@@H](C)C1=CC=C(C(=O)O)C=C1 (4-{(1S)-1-[({1-[(6-chloropyridin-3-yl)methyl]-1H-indol-7-yl}carbonyl)amino]ethyl}benzoic acid), C1(=CC=CC=C1)B(O)O (phenylboronic acid), P(=O)([O-])([O-])[O-].[K+].[K+].[K+] (tripotassium phosphate), C1(=C(C=CC=C1)P(C1CCCCC1)C1CCCCC1)C1=CC=CC=C1 (biphenyl-2-yl(dicyclohexyl) phosphine). Run at temperature 100 celsius, time 1 hour. Isolated yield 40.1%. RXN SMILES: Cl[C:2]1[N:7]=[CH:6][C:5]([CH2:8][N:9]2[C:17]3[C:12](=[CH:13][CH:14]=[CH:15][C:16]=3[C:18]([NH:20][C@H:21]([C:23]3[CH:31]=[CH:30][C:26]([C:27]([OH:29])=[O:28])=[CH:25][CH:24]=3)[CH3:22])=[O:19])[CH:11]=[CH:10]2)=[CH:4][CH:3]=1.[C:32]1(B(O)O)[CH:37]=[CH:36][CH:35]=[CH:34][CH:33]=1.P([O-])([O-])([O-])=O.[K+].[K+].[K+].C1(C2C=CC=CC=2)C=CC=CC=1P(C1CCCCC1)C1CCCCC1.C(O)(=O)CC(CC(O)=O)(C(O)=O)O>[Pd](Cl)Cl.O.O1CCOCC1>[C:32]1([C:2]2[N:7]=[CH:6][C:5]([CH2:8][N:9]3[C:17]4[C:12](=[CH:13][CH:14]=[CH:15][C:16]=4[C:18]([NH:20][C@H:21]([C:23]4[CH:24]=[CH:25][C:26]([C:27]([OH:29])=[O:28])=[CH:30][CH:31]=4)[CH3:22])=[O:19])[CH:11]=[CH:10]3)=[CH:4][CH:3]=2)[CH:37]=[CH:36][CH:35]=[CH:34][CH:33]=1 |f:2.3.4.5|. The product is C1(=CC=CC=C1)C1=CC=C(C=N1)CN1C=CC2=CC=CC(=C12)C(=O)N[C@@H](C)C1=CC=C(C(=O)O)C=C1 (4-{(1S)-1-[({1-[(6-phenylpyridin-3-yl)methyl]-1H-indol-7-yl}carbonyl)amino]ethyl}benzoic acid). Reported procedure: To a mixture of thiourea (3.8 g, 50.0 mmol) in tetrahydrofuran (30 mL) was added dropwise 4-methoxybenzyl chloride (8.0 g, 51.1 mmol) and the reaction mixture was stirred at room temperature for 2 h before heating to reflux for 4 h. After the reaction was stirred at room temperature for 18 h the product was isolated from ether to yield the title compound (11.46 g). Electrospray MSm /z 197 [M+H]+. Reaction SMILES: [NH2:1][C:2]([NH2:4])=[S:3].[CH3:5][O:6][C:7]1[CH:14]=[CH:13][C:10]([CH2:11]Cl)=[CH:9][CH:8]=1.CCOCC>O1CCCC1>[CH3:5][O:6][C:7]1[CH:14]=[CH:13][C:10]([CH2:11][S:3][C:2](=[NH:4])[NH2:1])=[CH:9][CH:8]=1. Yield: 116.8%. The product is COC1=CC=C(CSC(N)=N)C=C1 (2-(4-Methoxybenzyl)isothiourea). Reactants: COC1=CC=C(CCl)C=C1 (4-methoxybenzyl chloride), NC(=S)N (thiourea), CCOCC (ether). Run in O1CCCC1 (tetrahydrofuran). Reaction conditions: time 2 hour.